Dataset: the Open Reaction Database (ORD), a public repository of structured organic reaction records. Task: describe an organic reaction: reactants, conditions, products, and yield The reactants are ClC=1C=C(C=CC1S(=O)(=O)C)[C@H](C(=O)O)CC1CCCC1 (2(R)-(3-chloro-4-methanesulfonyl-phenyl)-3-cyclopentyl-propionic acid), NC1=NC=C(C=C1)C#N (2-amino-5-cyanopyridine), N1=CC=CC=C1 (pyridine), solution, C(C(=O)Cl)(=O)Cl (oxalyl chloride). The reagents and catalysts are CN(C=O)C (N,N-dimethylformamide). The solvent is C(Cl)Cl (methylene chloride), O (water), O1CCCC1 (tetrahydrofuran), C(Cl)Cl (methylene chloride). Reaction conditions: temperature 0 celsius, time 30 minute. The product is hexanes ethyl acetate, ClC=1C=C(C=CC1S(=O)(=O)C)[C@H](C(=O)NC1=NC=C(C=C1)C#N)CC1CCCC1 (2(R)-(3-chloro-4-methanesulfonyl-phenyl)-N-(5-cyano-pyridin-2-yl)-3-cyclopentyl-propionamide). The yield is 13.5%. Reaction SMILES: [Cl:1][C:2]1[CH:3]=[C:4]([C@@H:12]([CH2:16][CH:17]2[CH2:21][CH2:20][CH2:19][CH2:18]2)[C:13]([OH:15])=O)[CH:5]=[CH:6][C:7]=1[S:8]([CH3:11])(=[O:10])=[O:9].C(Cl)(=O)C(Cl)=O.[NH2:28][C:29]1[CH:34]=[CH:33][C:32]([C:35]#[N:36])=[CH:31][N:30]=1.N1C=CC=CC=1>C(Cl)Cl.CN(C)C=O.O1CCCC1.O>[Cl:1][C:2]1[CH:3]=[C:4]([C@@H:12]([CH2:16][CH:17]2[CH2:21][CH2:20][CH2:19][CH2:18]2)[C:13]([NH:28][C:29]2[CH:34]=[CH:33][C:32]([C:35]#[N:36])=[CH:31][N:30]=2)=[O:15])[CH:5]=[CH:6][C:7]=1[S:8]([CH3:11])(=[O:9])=[O:10]. Procedure: A solution of 2(R)-(3-chloro-4-methanesulfonyl-phenyl)-3-cyclopentyl-propionic acid (prepared as in Example 1, 300 mg, 0.91 mmol) in methylene chloride (10 mL) and N,N-dimethylformamide (1 drop) cooled to 0° C. was treated with a 2.0M solution of oxalyl chloride in methylene chloride (0.52 mL, 1.04 mmol). The reaction was stirred at 0° C. for 30 min. At this time, the reaction was concentrated in vacuo to give a light yellow oil. The residue was then treated with a solution of 2-amino-5-cyanopyr... Reactants: CC(C)(C)OC(=O)NC1CCN(c2ccc(O)cc2)C1=O, O=C([O-])[O-], Fc1ccc(CBr)cc1F, [K+], [K+]. The product is CC(C)(C)OC(=O)NC1CCN(c2ccc(OCc3ccc(F)c(F)c3)cc2)C1=O. Reaction SMILES: [C:1]([CH3:2])([CH3:3])([CH3:4])[O:5][C:6]([NH:7][CH:8]1[C:9](=[O:20])[N:10]([c:13]2[cH:14][cH:15][c:16]([OH:19])[cH:17][cH:18]2)[CH2:11][CH2:12]1)=[O:21].[C:32](=[O:33])([O-:34])[O-:35].[F:22][c:23]1[cH:24][c:25]([CH2:26][Br:27])[cH:28][cH:29][c:30]1[F:31].[K+:36].[K+:37]>>[C:1]([CH3:2])([CH3:3])([CH3:4])[O:5][C:6]([NH:7][CH:8]1[C:9](=[O:20])[N:10]([c:13]2[cH:14][cH:15][c:16]([O:19][CH2:26][c:25]3[cH:24][c:23]([F:22])[c:30]([F:31])[cH:29][cH:28]3)[cH:17][cH:18]2)[CH2:11][CH2:12]1)=[O:21]. The reactants are O=C([O-])[O-], CN(C)C=O, Cc1oc(-c2ccccc2)nc1COc1ccc(CCl)cc1, [K+], [K+], O, CCOC(=O)Cc1ccccc1O. Product: CCOC(=O)Cc1ccccc1OCc1ccc(OCc2nc(-c3ccccc3)oc2C)cc1. As a reaction SMILES: [C:36](=[O:37])([O-:38])[O-:39].[CH3:42][N:43]([CH3:44])[CH:45]=[O:46].[Cl:1][CH2:2][c:3]1[cH:4][cH:5][c:6]([O:7][CH2:8][c:9]2[n:10][c:11](-[c:15]3[cH:16][cH:17][cH:18][cH:19][cH:20]3)[o:12][c:13]2[CH3:14])[cH:21][cH:22]1.[K+:40].[K+:41].[OH2:47].[OH:23][c:24]1[c:25]([CH2:30][C:31](=[O:32])[O:33][CH2:34][CH3:35])[cH:26][cH:27][cH:28][cH:29]1>>[CH2:2]([c:3]1[cH:4][cH:5][c:6]([O:7][CH2:8][c:9]2[n:10][c:11](-[c:15]3[cH:16][cH:17][cH:18][cH:19][cH:20]3)[o:12][c:13]2[CH3:14])[cH:21][cH:22]1)[O:23][c:24]1[c:25]([CH2:30][C:31](=[O:32])[O:33][CH2:34][CH3:35])[cH:26][cH:27][cH:28][cH:29]1. The reactants are CCC1C(=O)N(C)c2ccc(F)cc2N1C(=O)c1ccc(OC)cc1, CCC1C(=O)N(C)c2cc(F)ccc2N1C(=O)c1ccc(O)cc1. Yields the product CCC1C(=O)N(C)c2ccc(F)cc2N1C(=O)c1ccc(O)cc1. RXN SMILES: [CH2:1]([CH3:2])[CH:3]1[C:4](=[O:25])[N:5]([CH3:24])[c:6]2[cH:7][cH:8][c:9]([F:23])[cH:10][c:11]2[N:12]1[C:13]([c:14]1[cH:15][cH:16][c:17]([O:20][CH3:21])[cH:18][cH:19]1)=[O:22].[CH2:26]([CH:27]1[N:28]([C:29](=[O:30])[c:31]2[cH:32][cH:33][c:34]([OH:35])[cH:36][cH:37]2)[c:38]2[c:39]([cH:40][c:41]([F:42])[cH:43][cH:44]2)[N:45]([CH3:46])[C:47]1=[O:48])[CH3:49]>>[CH2:1]([CH3:2])[CH:3]1[C:4](=[O:25])[N:5]([CH3:24])[c:6]2[cH:7][cH:8][c:9]([F:23])[cH:10][c:11]2[N:12]1[C:13]([c:14]1[cH:15][cH:16][c:17]([OH:20])[cH:18][cH:19]1)=[O:22].